This data is from the Open Reaction Database (ORD), a public repository of structured organic reaction records. The task is: describe an organic reaction: reactants, conditions, products, and yield Reactants: FC1=C(CO)C=C(C=C1)O (2-fluoro-5-hydroxybenzyl alcohol), N=1SN=C2C1C=CC(=C2)CCl (5-[2,1,3]benzothiadiazolylmethyl chloride), ClC(=O)N1[C@H](CN(C[C@H]1C)C(=O)OC(C)(C)C)C (1-chlorocarbonyl-cis-2,6-dimethyl-4-tert-butoxycarbonylpiperazine). Yields the product C[C@@H]1N([C@@H](CNC1)C)C(=O)OCC1=C(C=CC(=C1)OCC1=CC=2C(=NSN2)C=C1)F (5-(5-[2,1,3]Benzothiadiazolylmethyl)oxy-2-fluorobenzyl cis-2,6-dimethylpiperazine-1-carboxylate), product. Reaction SMILES: [F:1][C:2]1[CH:9]=[CH:8][C:7]([OH:10])=[CH:6][C:3]=1[CH2:4][OH:5].[N:11]1[S:12][N:13]=[C:14]2[CH:19]=[C:18]([CH2:20]Cl)[CH:17]=[CH:16][C:15]=12.Cl[C:23]([N:25]1[C@H:30]([CH3:31])[CH2:29][N:28](C(OC(C)(C)C)=O)[CH2:27][C@@H:26]1[CH3:39])=[O:24]>>[CH3:39][C@H:26]1[CH2:27][NH:28][CH2:29][C@@H:30]([CH3:31])[N:25]1[C:23]([O:5][CH2:4][C:3]1[CH:6]=[C:7]([O:10][CH2:20][C:18]2[CH:17]=[CH:16][C:15]3=[N:11][S:12][N:13]=[C:14]3[CH:19]=2)[CH:8]=[CH:9][C:2]=1[F:1])=[O:24]. Reported procedure: 5-(5-[2,1,3]Benzothiadiazolylmethyl)oxy-2-fluorobenzyl cis-2,6-dimethylpiperazine-1-carboxylate was prepared from 2-fluoro-5-hydroxybenzyl alcohol, 5-[2,1,3]benzothiadiazolylmethyl chloride and 1-chlorocarbonyl-cis-2,6-dimethyl-4-tert-butoxycarbonylpiperazine according to the procedures described for Examples 121 and 54 to give the product as a yellow oil: δH (400 MHz, DMSO-d6) 1.25 (6H, d, J 7.0 Hz), 2.78–2.95 (4H, m), 4.10 (2H, br), 5.20 (2H, s), 5.22 (2H, s), 6.90–7.08 (3H, m), 7.65 (1H, m) a...